From a dataset of the Open Reaction Database (ORD), a public repository of structured organic reaction records. describe an organic reaction: reactants, conditions, products, and yield The reactants are NC(CS(=O)(=O)C1=CC=CC=C1)=NNC(=O)C1=CC=CC=C1 (Benzenecarboxylic acid (1-amino-2-benzenesulfonyl-ethylidene)-hydrazide). The solvent is C(C)O (ethanol). The product is C1(=CC=CC=C1)S(=O)(=O)CC1=NNC(=N1)C1=CC=CC=C1 (3-benzenesulfonylmethyl-5-phenyl-1H-[1,2,4]triazole). The yield is 75.6%. As a reaction SMILES: [NH2:1][C:2](=[N:13][NH:14][C:15]([C:17]1[CH:22]=[CH:21][CH:20]=[CH:19][CH:18]=1)=O)[CH2:3][S:4]([C:7]1[CH:12]=[CH:11][CH:10]=[CH:9][CH:8]=1)(=[O:6])=[O:5]>C(O)C>[C:7]1([S:4]([CH2:3][C:2]2[N:1]=[C:15]([C:17]3[CH:22]=[CH:21][CH:20]=[CH:19][CH:18]=3)[NH:14][N:13]=2)(=[O:6])=[O:5])[CH:12]=[CH:11][CH:10]=[CH:9][CH:8]=1. Reported procedure: 93.1 g (0.29 mol) Benzenecarboxylic acid (1-amino-2-benzenesulfonyl-ethylidene)-hydrazide were heated at 200° C. for 30 minutes. The molten mass was then cooled, dissolved in 500 ml hot ethanol and stirred for 15 hous at room temperature. The precipitated crystals were filtered off and dried to yield 65.6 g (75%) 3-benzenesulfonylmethyl-5-phenyl-1H-[1,2,4]triazole with mp. 141-144° C. MS m/e (%): 299 (M+, 100). The reactants are CN(C)C=O, COc1cccc(CCl)n1, Nc1ccc(-c2cc(Cc3ccc(O)cc3)no2)c(N)n1, [Na+], C1CCOC1, [OH-]. Product: COc1cccc(COc2ccc(Cc3cc(-c4ccc(N)nc4N)on3)cc2)n1. RXN SMILES: [CH3:39][N:40]([CH3:41])[CH:42]=[O:43].[Cl:29][CH2:30][c:31]1[n:32][c:33]([O:37][CH3:38])[cH:34][cH:35][cH:36]1.[NH2:6][c:7]1[n:8][c:9]([NH2:26])[cH:10][cH:11][c:12]1-[c:13]1[cH:14][c:15]([CH2:18][c:19]2[cH:20][cH:21][c:22]([OH:25])[cH:23][cH:24]2)[n:16][o:17]1.[Na+:28].[O:1]1[CH2:2][CH2:3][CH2:4][CH2:5]1.[OH-:27]>>[NH2:6][c:7]1[n:8][c:9]([NH2:26])[cH:10][cH:11][c:12]1-[c:13]1[cH:14][c:15]([CH2:18][c:19]2[cH:20][cH:21][c:22]([O:25][CH2:30][c:31]3[n:32][c:33]([O:37][CH3:38])[cH:34][cH:35][cH:36]3)[cH:23][cH:24]2)[n:16][o:17]1. Reactants: COC(C(=O)Cl)(c1ccccc1)C(F)(F)F, CN(C)c1ccncc1, ClCCl, CC(C)(C)OC(=O)N1CCCCC1C1(O)CN(C(=O)OCc2ccccc2)C1. Product: COC(C(=O)OC1(C2CCCCN2C(=O)OC(C)(C)C)CN(C(=O)OCc2ccccc2)C1)(c1ccccc1)C(F)(F)F. RXN SMILES: [CH3:29][O:30][C:31]([C:32](=[O:33])[Cl:34])([C:35]([F:36])([F:37])[F:38])[c:39]1[cH:40][cH:41][cH:42][cH:43][cH:44]1.[CH3:48][N:49]([c:50]1[cH:51][cH:52][n:53][cH:54][cH:55]1)[CH3:56].[Cl:45][CH2:46][Cl:47].[OH:1][C:2]1([CH:16]2[N:17]([C:22](=[O:23])[O:24][C:25]([CH3:26])([CH3:27])[CH3:28])[CH2:18][CH2:19][CH2:20][CH2:21]2)[CH2:3][N:4]([C:6](=[O:7])[O:8][CH2:9][c:10]2[cH:11][cH:12][cH:13][cH:14][cH:15]2)[CH2:5]1>>[O:1]([C:2]1([CH:16]2[N:17]([C:22](=[O:23])[O:24][C:25]([CH3:26])([CH3:27])[CH3:28])[CH2:18][CH2:19][CH2:20][CH2:21]2)[CH2:3][N:4]([C:6](=[O:7])[O:8][CH2:9][c:10]2[cH:11][cH:12][cH:13][cH:14][cH:15]2)[CH2:5]1)[C:32]([C:31]([O:30][CH3:29])([C:35]([F:36])([F:37])[F:38])[c:39]1[cH:40][cH:41][cH:42][cH:43][cH:44]1)=[O:33]. Reactants: C(CCCC)NO (N-pentyl-hydroxylamine), ClC=1C=C(C=CC1Cl)N=C=O (3,4-dichlorophenyl isocyanate). Run in C(C)(C)OC(C)C (isopropyl ether), C(C)(C)OC(C)C (isopropyl ether). Run at time 16 hour. Yields the product C(CCCC)N(C(=O)NC1=CC(=C(C=C1)Cl)Cl)O (N-pentyl-N-hydroxy-N'-(3,4-dichlorophenyl)-urea). The yield is 99.6%. Reaction SMILES: [CH2:1]([NH:6][OH:7])[CH2:2][CH2:3][CH2:4][CH3:5].[Cl:8][C:9]1[CH:10]=[C:11]([N:16]=[C:17]=[O:18])[CH:12]=[CH:13][C:14]=1[Cl:15]>C(OC(C)C)(C)C>[CH2:1]([N:6]([OH:7])[C:17]([NH:16][C:11]1[CH:12]=[CH:13][C:14]([Cl:15])=[C:9]([Cl:8])[CH:10]=1)=[O:18])[CH2:2][CH2:3][CH2:4][CH3:5]. Procedure details: A mixture of 16 g of N-pentyl-hydroxylamine in 80 ml of isopropyl ether was added to 29.2 g of 3,4-dichlorophenyl isocyanate in 500 ml of isopropyl ether and the mixture was stirred for 16 hours and was evaporated to dryness. The residue was taken up in petroleum ether to obtain 45 g of N-pentyl-N-hydroxy-N'-(3,4-dichlorophenyl)-urea melting at 88° C. Reported procedure: Similar reaction and treatment as Example 43-b) was conducted except that (2S,5R)-tert-butyl 2,5-dimethylpiperazine-1-carboxylate obtained in Example 14-1-a-2-2) was used in place of 1,1,1,3,3,3-hexafluoro-2-(4-fluoro-3-nitrophenyl)propan-2-ol obtained in Example 43-a) and tert-butyl piperazine-1-carboxylate, and the title compound was obtained as a yellow oil. Reactants: C[C@@H]1N(C[C@H](NC1)C)C(=O)OC(C)(C)C ((2S,5R)-tert-butyl 2,5-dimethylpiperazine-1-carboxylate), FC(C(C(F)(F)F)(O)C1=CC(=C(C=C1)F)[N+](=O)[O-])(F)F (1,1,1,3,3,3-hexafluoro-2-(4-fluoro-3-nitrophenyl)propan-2-ol), N1(CCNCC1)C(=O)OC(C)(C)C (tert-butyl piperazine-1-carboxylate). As a reaction SMILES: [CH3:1][C@H:2]1[CH2:7][NH:6][C@H:5]([CH3:8])[CH2:4][N:3]1[C:9]([O:11][C:12]([CH3:15])([CH3:14])[CH3:13])=[O:10].[F:16][C:17]([F:35])([F:34])[C:18]([C:24]1[CH:29]=[CH:28][C:27](F)=[C:26]([N+:31]([O-:33])=[O:32])[CH:25]=1)([OH:23])[C:19]([F:22])([F:21])[F:20].N1(C(OC(C)(C)C)=O)CCNCC1>>[C:12]([O:11][C:9]([N:3]1[CH2:4][C@@H:5]([CH3:8])[N:6]([C:27]2[CH:28]=[CH:29][C:24]([C:18]([OH:23])([C:17]([F:35])([F:34])[F:16])[C:19]([F:20])([F:21])[F:22])=[CH:25][C:26]=2[N+:31]([O-:33])=[O:32])[CH2:7][C@@H:2]1[CH3:1])=[O:10])([CH3:13])([CH3:15])[CH3:14]. The product is C(C)(C)(C)OC(=O)N1[C@H](CN([C@@H](C1)C)C1=C(C=C(C=C1)C(C(F)(F)F)(C(F)(F)F)O)[N+](=O)[O-])C ((2S,5R)-4-[4-(1,1,1,3,3,3-hexafluoro-2-hydroxypropan-2-yl)-2-nitrophenyl]-2,5-dimethylpiperazine-1-carboxylic acid tert-butyl ester). Starting materials: Compound 80, OC1=CC=C(C(=O)OC)C=C1 (methyl 4-hydroxybenzoate), C1(CCCCC1)CBr (cyclohexylmethyl bromide). Product: C1(CCCCC1)COC1=CC=C(C(=O)OC)C=C1 (methyl 4-cyclohexylmethoxybenzoate). Isolated yield 63.4%. RXN SMILES: [OH:1][C:2]1[CH:11]=[CH:10][C:5]([C:6]([O:8][CH3:9])=[O:7])=[CH:4][CH:3]=1.[CH:12]1([CH2:18]Br)[CH2:17][CH2:16][CH2:15][CH2:14][CH2:13]1>>[CH:12]1([CH2:18][O:1][C:2]2[CH:3]=[CH:4][C:5]([C:6]([O:8][CH3:9])=[O:7])=[CH:10][CH:11]=2)[CH2:17][CH2:16][CH2:15][CH2:14][CH2:13]1. Reported procedure: Using the general method of Compound 80 Part A, methyl 4-hydroxybenzoate (3.0 g, 19.7 mmole) was reacted with cyclohexylmethyl bromide (2.8 mL, 20.1 mmole) to provide 3.1 g of methyl 4-cyclohexylmethoxybenzoate as a white crystalline solid, m.p. 62°-63° C. Starting materials: NC1=NC=CC=C1 (2-aminopyridine), ClC1=NC2=CC=CC=C2C=C1 (2-chloroquinoline), CC(C)([O-])C.[Na+] (sodium tert-butoxide), C1(=CC=CC=C1)P(C1=C(C=CC=C1)OC1=C(C=CC=C1)P(C1=CC=CC=C1)C1=CC=CC=C1)C1=CC=CC=C1 (bis(2-diphenylphosphinophenyl)ether), N#N (N2). Reagents/catalysts: C(C)(=O)[O-].[Pd+2].C(C)(=O)[O-] (palladium (II) acetate). The solvent is C1(=CC=CC=C1)C (toluene), CCOCC (ether), C1CCOC1 (THF). The product is N1=C(C=CC=C1)NC1=NC2=CC=CC=C2C=C1 (2-Pyridyl-2-quinolylamine), powder. Yield: 86.0%. Reaction SMILES: [NH2:1][C:2]1[CH:7]=[CH:6][CH:5]=[CH:4][N:3]=1.Cl[C:9]1[CH:18]=[CH:17][C:16]2[C:11](=[CH:12][CH:13]=[CH:14][CH:15]=2)[N:10]=1.CC(C)([O-])C.[Na+].C1(P(C2C=CC=CC=2)C2C=CC=CC=2OC2C=CC=CC=2P(C2C=CC=CC=2)C2C=CC=CC=2)C=CC=CC=1.N#N>CCOCC.C1COCC1.C([O-])(=O)C.[Pd+2].C([O-])(=O)C.C1(C)C=CC=CC=1>[N:3]1[CH:4]=[CH:5][CH:6]=[CH:7][C:2]=1[NH:1][C:9]1[CH:18]=[CH:17][C:16]2[C:11](=[CH:12][CH:13]=[CH:14][CH:15]=2)[N:10]=1 |f:2.3,8.9.10|. Reported procedure: To a 250-mL round-bottom flask were added 2-aminopyridine (2.30 g, 24.4 mmol), 2-chloroquinoline (4.0 g, 24.4 mmol), sodium tert-butoxide (3.29 g, 34.2 mmol), palladium (II) acetate (0.22 g, 0.98 mmol), bis(2-diphenylphosphinophenyl)ether (0.49 g, 0.91 mmol), and toluene (100 mL sparged with N2). The reaction mixture was heated at 105° C. for 18 h under an atm of N2. The reaction mixture was diluted with ether and THF, and washed with water. This solution was passed through a pad of celite to re... Starting materials: COP(=O)(OC)c1cccc(-c2ccc(C3C(CCC(O[Si](C)(C)C(C)(C)C)c4ccc(F)cc4)C(=O)N3c3ccccc3)c(O[Si](C)(C)C(C)(C)C)c2)c1, CCOC(C)=O, CO, [F-], [K+]. The product is COP(=O)(OC)c1cccc(-c2ccc(C3C(CCC(O[Si](C)(C)C(C)(C)C)c4ccc(F)cc4)C(=O)N3c3ccccc3)c(O)c2)c1. Reaction SMILES: [CH3:1][O:2][P:3]([O:4][CH3:5])(=[O:6])[c:7]1[cH:8][c:9](-[c:13]2[cH:14][c:15]([O:48][Si:49]([C:50]([CH3:51])([CH3:52])[CH3:53])([CH3:54])[CH3:55])[c:16]([CH:19]3[N:20]([c:42]4[cH:43][cH:44][cH:45][cH:46][cH:47]4)[C:21](=[O:41])[CH:22]3[CH2:23][CH2:24][CH:25]([c:26]3[cH:27][cH:28][c:29]([F:32])[cH:30][cH:31]3)[O:33][Si:34]([CH3:35])([CH3:36])[C:37]([CH3:38])([CH3:39])[CH3:40])[cH:17][cH:18]2)[cH:10][cH:11][cH:12]1.[CH3:58][CH2:59][O:60][C:61](=[O:62])[CH3:63].[CH3:64][OH:65].[F-:56].[K+:57]>>[CH3:1][O:2][P:3]([O:4][CH3:5])(=[O:6])[c:7]1[cH:8][c:9](-[c:13]2[cH:14][c:15]([OH:48])[c:16]([CH:19]3[N:20]([c:42]4[cH:43][cH:44][cH:45][cH:46][cH:47]4)[C:21](=[O:41])[CH:22]3[CH2:23][CH2:24][CH:25]([c:26]3[cH:27][cH:28][c:29]([F:32])[cH:30][cH:31]3)[O:33][Si:34]([CH3:35])([CH3:36])[C:37]([CH3:38])([CH3:39])[CH3:40])[cH:17][cH:18]2)[cH:10][cH:11][cH:12]1. The reactants are C(CCC)N (n-butylamine), OC=1C=C(C=CC1OC)C=CC(CC(C)=O)=O (6-(3-Hydroxy-4-methoxyphenyl)hex-5-ene-2,4-dione), B(=O)OB=O (boron trioxide), C(=O)(O)[O-].[Na+] (NaHCO3), ClC1=C(C=O)C=CC(=C1)O (2-chloro-4-hydroxybenzaldehyde), B(OCCCC)(OCCCC)OCCCC (tri-n-butyl borate), Cl (HCl). The solvent is C(C)(=O)OCC (ethyl acetate), [Cl-].[Na+].O (brine). Reaction conditions: time 1 hour. Product: ClC1=C(C=CC(=C1)O)\C=C\C(CC(\C=C\C1=CC(=C(C=C1)OC)O)=O)=O ((1E,6E)-1-(2-chloro-4-hydroxyphenyl)-7-(3-hydroxy-4-methoxyphenyl)hepta-1,6-diene-3,5-dione). The yield is 23.4%. RXN SMILES: [OH:1][C:2]1[CH:3]=[C:4]([CH:10]=[CH:11][C:12](=[O:17])[CH2:13][C:14](=[O:16])[CH3:15])[CH:5]=[CH:6][C:7]=1[O:8][CH3:9].B(OB=O)=O.[Cl:23][C:24]1[CH:31]=[C:30]([OH:32])[CH:29]=[CH:28][C:25]=1[CH:26]=O.B(OCCCC)(OCCCC)OCCCC.C(N)CCC.Cl.C([O-])(O)=O.[Na+]>C(OCC)(=O)C.[Cl-].[Na+].O>[Cl:23][C:24]1[CH:31]=[C:30]([OH:32])[CH:29]=[CH:28][C:25]=1/[CH:26]=[CH:15]/[C:14](=[O:16])[CH2:13][C:12](=[O:17])/[CH:11]=[CH:10]/[C:4]1[CH:5]=[CH:6][C:7]([O:8][CH3:9])=[C:2]([OH:1])[CH:3]=1 |f:6.7,9.10.11|. Procedure: 6-(3-Hydroxy-4-methoxyphenyl)hex-5-ene-2,4-dione (20 mg, 85 μmol) and boron trioxide (11 mg, 0.16 mmol) was placed in a 20 mL reaction vessel, and dissolved in 0.4 mL of ethyl acetate. To the stirring mixture at 80° C. was added a solution of 2-chloro-4-hydroxybenzaldehyde (17 mg, 0.11 mmol) and tri-n-butyl borate (25 μL, 93 μmol), sequentially. After the reaction mixture was stirred for 2 h at the same temperature, n-butylamine (10 μL, 0.10 mmol) was added with additional stirring for 1 h. The ...